This data is from the Open Reaction Database (ORD), a public repository of structured organic reaction records. The task is: describe an organic reaction: reactants, conditions, products, and yield The reactants are COC1=CC=C(C=C1)[C@H]1[C@H](C(=O)OC)O1 (methyl (-) (2R,3S) 3-(4-methoxyphenyl)-2,3-epoxy-propionate), ClC1=CC=CC(=C1S)[N+](=O)[O-] (6-chloro-2-nitrothiophenol). Reagents/catalysts: O.O.C(C)(=O)[O-].[Zn+2].C(C)(=O)[O-] (zinc acetate dihydrate). Run in C1(=CC=CC=C1)C (toluene), C1(=CC=CC=C1)C (toluene). Product: ClC1=CC=CC(=C1S[C@H]([C@H](C(=O)OC)O)C1=CC=C(C=C1)OC)[N+](=O)[O-] (Methyl (2S,3S) 3-(6-chloro-2-nitrophenylthio)-2-hydroxy-3-(4-methoxyphenyl)-propionate). As a reaction SMILES: [Cl:1][C:2]1[C:7]([SH:8])=[C:6]([N+:9]([O-:11])=[O:10])[CH:5]=[CH:4][CH:3]=1.[CH3:12][O:13][C:14]1[CH:19]=[CH:18][C:17]([C@@H:20]2[O:26][C@H:21]2[C:22]([O:24][CH3:25])=[O:23])=[CH:16][CH:15]=1>C1(C)C=CC=CC=1.O.O.C([O-])(=O)C.[Zn+2].C([O-])(=O)C>[Cl:1][C:2]1[C:7]([S:8][C@@H:20]([C:17]2[CH:16]=[CH:15][C:14]([O:13][CH3:12])=[CH:19][CH:18]=2)[C@@H:21]([OH:26])[C:22]([O:24][CH3:25])=[O:23])=[C:6]([N+:9]([O-:11])=[O:10])[CH:5]=[CH:4][CH:3]=1 |f:3.4.5.6.7|. Procedure details: In a 25 ml flask equipped with thermometer and nitrogen admission, there are introduced 22 mg of zinc acetate dihydrate, 948 mg of 6-chloro-2-nitrothiophenol and 5 ml of toluene. To the suspension are added dropwise, within 5 mn, a solution of 1.093 g of methyl (-) (2R,3S) 3-(4-methoxyphenyl)-2,3-epoxy-propionate in 7.5 ml of toluene at 25° C. The temperature rises to 27°-28° C., whilst stirring is maintained for 1.5 hour. The mixture is evaporated in vacuo, and a yellow oil is obtained, which i... Starting materials: C1(O)=CC=C(O)C=C1 (hydroquinone), C(C=1C(C(=O)Cl)=CC=CC1)(=O)Cl (phthalic acid dichloride). Solvent: CCO (EtOH). The product is OC1=CC=C(C=2C(C3=CC=CC=C3C(C12)=O)=O)O (1,4-dihydroxy-9,10-anthraquinone). Isolated yield 64.9%. Reaction SMILES: [C:1]1([CH:8]=[CH:7][C:5]([OH:6])=[CH:4][CH:3]=1)[OH:2].[C:9](Cl)(=[O:19])[C:10]1[C:11](=[CH:15][CH:16]=[CH:17][CH:18]=1)[C:12](Cl)=[O:13]>CCO>[OH:2][C:1]1[C:8]2[C:12](=[O:13])[C:11]3[C:10](=[CH:18][CH:17]=[CH:16][CH:15]=3)[C:9](=[O:19])[C:7]=2[C:5]([OH:6])=[CH:4][CH:3]=1. Reported procedure: The method was the same as in Example 1, but using 11.0 g (0.1 mols) of hydroquinone and 20.1 g (0.1 mols) of phthalic acid dichloride. The product was 15.6 g (65% yield) of 1,4-dihydroxy-9,10-anthraquinone (2), m.p.=199° C. (literature 200°-202° C. EtOH). Yields the product Cc1c(F)c(N2CCC(=O)CC2)cc2c1c(=O)c(C(=O)O)cn2C1CC1. Reactants: CN1CCCC1=O, Cc1c(F)c(Br)cc2c1c(=O)c(C(=O)O)cn2C1CC1, O=C1CCNCC1. As a reaction SMILES: [CH3:28][N:29]1[CH2:30][CH2:31][CH2:32][C:33]1=[O:34].[CH:1]1([n:4]2[cH:5][c:6]([C:18](=[O:19])[OH:20])[c:7](=[O:17])[c:8]3[c:9]([CH3:16])[c:10]([F:15])[c:11]([Br:14])[cH:12][c:13]23)[CH2:2][CH2:3]1.[O:21]=[C:22]1[CH2:23][CH2:24][NH:25][CH2:26][CH2:27]1>>[CH:1]1([n:4]2[cH:5][c:6]([C:18](=[O:19])[OH:20])[c:7](=[O:17])[c:8]3[c:9]([CH3:16])[c:10]([F:15])[c:11]([N:25]4[CH2:24][CH2:23][C:22](=[O:21])[CH2:27][CH2:26]4)[cH:12][c:13]23)[CH2:2][CH2:3]1.